This data is from the Open Reaction Database (ORD), a public repository of structured organic reaction records. The task is: describe an organic reaction: reactants, conditions, products, and yield Reactants: C1CCNCC1, CCO, O=C1Cc2c(cccc2-c2ccc(F)c(Cl)c2)N1, Cc1cc(C(=O)NCCn2ccnn2)c(C=O)[nH]1. The product is Cc1cc(C(=O)NCCn2ccnn2)c(C=C2C(=O)Nc3cccc(-c4ccc(F)c(Cl)c4)c32)[nH]1. As a reaction SMILES: [CH2:37]1[CH2:38][CH2:39][NH:40][CH2:41][CH2:42]1.[CH3:43][CH2:44][OH:45].[Cl:1][c:2]1[cH:3][c:4](-[c:9]2[c:10]3[c:14]([cH:15][cH:16][cH:17]2)[NH:13][C:12](=[O:18])[CH2:11]3)[cH:5][cH:6][c:7]1[F:8].[n:19]1([CH2:24][CH2:25][NH:26][C:27](=[O:28])[c:29]2[c:30]([CH:35]=[O:36])[nH:31][c:32]([CH3:34])[cH:33]2)[n:20][n:21][cH:22][cH:23]1>>[Cl:1][c:2]1[cH:3][c:4](-[c:9]2[c:10]3[c:14]([cH:15][cH:16][cH:17]2)[NH:13][C:12](=[O:18])[C:11]3=[CH:35][c:30]2[c:29]([C:27]([NH:26][CH2:25][CH2:24][n:19]3[n:20][n:21][cH:22][cH:23]3)=[O:28])[cH:33][c:32]([CH3:34])[nH:31]2)[cH:5][cH:6][c:7]1[F:8]. The reactants are ClC1=CC(=CC=2N1N=C(N2)N)C=2C=NC=CC2 (5-chloro-7-pyridin-3-yl-[1,2,4]triazolo[1,5-a]pyridin-2-ylamine), Example 1A, C(C)N=C=O (ethylisocyanate). Reagents/catalysts: C(C)(=O)[O-].C(C)(=O)[O-].C(CCC)[Sn+2]CCCC (dibutyltin diacetate). Solvent: C1(=CC=CC=C1)C (toluene), C1CCOC1 (THF). Conditions: temperature 110 celsius, time 5 hour. Yields the product ClC1=CC(=CC=2N1N=C(N2)NC(=O)NCC)C=2C=NC=CC2 (1-(5-Chloro-7-pyridin-3-yl-[1,2,4]triazolo[1,5-a]pyridin-2-yl)-3-ethyl-urea). RXN SMILES: [Cl:1][C:2]1[N:7]2[N:8]=[C:9]([NH2:11])[N:10]=[C:6]2[CH:5]=[C:4]([C:12]2[CH:13]=[N:14][CH:15]=[CH:16][CH:17]=2)[CH:3]=1.[CH2:18]([N:20]=[C:21]=[O:22])[CH3:19]>C([O-])(=O)C.C([O-])(=O)C.C([Sn+2]CCCC)CCC.C1(C)C=CC=CC=1.C1COCC1>[Cl:1][C:2]1[N:7]2[N:8]=[C:9]([NH:11][C:21]([NH:20][CH2:18][CH3:19])=[O:22])[N:10]=[C:6]2[CH:5]=[C:4]([C:12]2[CH:13]=[N:14][CH:15]=[CH:16][CH:17]=2)[CH:3]=1 |f:2.3.4|. Procedure details: A suspension of 5-chloro-7-pyridin-3-yl-[1,2,4]triazolo[1,5-a]pyridin-2-ylamine, which may be produced as in Example 1A (210 mg, 0.86 mmol), ethylisocyanate (600 mg, 8.6 mmol), and dibutyltin diacetate (2 drops) in a mixture of toluene and THF (1:1, 10 mL) was heated at 110° C. with stirring in a sealed tube for 5 h. The homogeneous reaction mixture was cooled to RT. The solvent was removed under reduced pressure and the resulting solid was triturated with chloroform (10 mL) and hexanes (250 mL)...